This data is from the Open Reaction Database (ORD), a public repository of structured organic reaction records. The task is: describe an organic reaction: reactants, conditions, products, and yield Reactants: [O-2].[O-2].[O-2].[Sb+3].[Sb+3] (Nyacol A-1530), [Sb]=O (antimony oxide), O=[Si]=O (Nyacol), polybutadiene, C=CC1=CC=CC=C1 (styrene), C(C=C)#N (acrylonitrile), polybutadiene, [Sb]=O (antimony oxide). Product: [Sb]=O (antimony oxide), CC(=C)C1=CC=CC=C1 (α-methylstyrene), C(C=C)#N (acrylonitrile). Reaction SMILES: [Sb:1]=[O:2].O=[Si]=O.[O-2].[O-2].[O-2].[Sb+3].[Sb+3].[CH2:11]=[CH:12][C:13]1[CH:18]=[CH:17][CH:16]=[CH:15][CH:14]=1.[C:19](#[N:22])[CH:20]=[CH2:21]>>[Sb:1]=[O:2].[CH3:11][C:12]([C:13]1[CH:18]=[CH:17][CH:16]=[CH:15][CH:14]=1)=[CH2:19].[C:19](#[N:22])[CH:20]=[CH2:21] |f:2.3.4.5.6,^1:0,22|. Procedure: An aqueous colloidal dispersion of antimony oxide sold by Nyacol, Inc., Ashland, Mass. under the trade name Nyacol A-1530, containing 30 weight percent antimony oxide was added to an aqueous anionic latex containing 40 weight percent of polybutadiene grafted with 20 parts of an interpolymer containing 70 percent styrene and 30 percent acrylonitrile per 100 parts of polybutadiene and was stirred to provide a uniform blend. The procedure of Example 1 was then carried out to obtain a blend of rubbe...